Dataset: the Open Reaction Database (ORD), a public repository of structured organic reaction records. Task: describe an organic reaction: reactants, conditions, products, and yield Procedure: A suspension of the Compound of Example 3 (100 mg, 0.47 mmol), 2-bromo-5-nitrofuran (98 mg, 0.51 mmol) and potassium carbonate (72 mg, 0.52 mmol) in DMF (2 mL) was stirred at r.t. for 4 h. Afterwards, the reaction mixture was poured into water and extracted with EtOAc. The combined organic layers were washed with brine, dried on Na2SO4 and evaporated to dryness in vacuo to afford a residue, which was purified by flash chromatography eluting with Petroleum Ether-EtOAc 6:4 affording the title prod... Yields the product CC1=NC(=CC=C1)C#CC=C1CCN(CC1)C=1OC(=CC1)[N+](=O)[O-] (2-Methyl-6-{3-[1-(5-nitrofuran-2-yl)piperidin-4-ylidene]prop-1-yn-1-yl}pyridine). Conditions: time 4 hour. As a reaction SMILES: [CH3:1][C:2]1[CH:7]=[CH:6][CH:5]=[C:4]([C:8]#[C:9][CH:10]=[C:11]2[CH2:16][CH2:15][NH:14][CH2:13][CH2:12]2)[N:3]=1.Br[C:18]1[O:19][C:20]([N+:23]([O-:25])=[O:24])=[CH:21][CH:22]=1.C(=O)([O-])[O-].[K+].[K+].O>CN(C=O)C>[CH3:1][C:2]1[CH:7]=[CH:6][CH:5]=[C:4]([C:8]#[C:9][CH:10]=[C:11]2[CH2:12][CH2:13][N:14]([C:18]3[O:19][C:20]([N+:23]([O-:25])=[O:24])=[CH:21][CH:22]=3)[CH2:15][CH2:16]2)[N:3]=1 |f:2.3.4|. Run in CN(C)C=O (DMF). The reactants are O (water), CC1=NC(=CC=C1)C#CC=C1CCNCC1 (2-Methyl-6-(3-piperidin-4-ylideneprop-1-ynyl)pyridine), BrC=1OC(=CC1)[N+](=O)[O-] (2-bromo-5-nitrofuran), C([O-])([O-])=O.[K+].[K+] (potassium carbonate). Reactants: C(C)(=O)Cl (acetyl chloride), NC1=NC=2C=CC=CC2C2=C1N=C(N2CC(C)(O)C)CO (1-(4-amino-2-hydroxymethyl-1H-imidazo[4,5-c]quinolin-1-yl)-2-methylpropan-2-ol), ClC(C)Cl (dichloroethane). Run in N1=CC=CC=C1 (pyridine). The product is C(C)(=O)OCC=1N(C2=C(C(=NC=3C=CC=CC23)N)N1)CC(C)(C)O ([4-amino-1-(2-hydroxy-2-methylpropyl)-1H-imidazo[4,5-c]quinolin-2-yl]methyl acetate), solid. As a reaction SMILES: [NH2:1][C:2]1[C:11]2[N:12]=[C:13]([CH2:20][OH:21])[N:14]([CH2:15][C:16]([CH3:19])([OH:18])[CH3:17])[C:10]=2[C:9]2[CH:8]=[CH:7][CH:6]=[CH:5][C:4]=2[N:3]=1.ClC(Cl)C.[C:26](Cl)(=[O:28])[CH3:27]>N1C=CC=CC=1>[C:26]([O:21][CH2:20][C:13]1[N:14]([CH2:15][C:16]([OH:18])([CH3:17])[CH3:19])[C:10]2[C:9]3[CH:8]=[CH:7][CH:6]=[CH:5][C:4]=3[N:3]=[C:2]([NH2:1])[C:11]=2[N:12]=1)(=[O:28])[CH3:27]. Procedure: To a round-bottomed flask with stir bar was added 1-(4-amino-2-hydroxymethyl-1H-imidazo[4,5-c]quinolin-1-yl)-2-methylpropan-2-ol (1 g, 3.5 mmol) followed by dichloroethane (20 mL) and pyridine (3 mL). To the stirred suspension was added acetyl chloride (0.27 mL, 1.1 equivalents) and the reaction was stirred at ambient temperature for 30 min. The solvent was evaporated under reduced pressure to afford a solid. The product was isolated by two purifications by prep HPLC (ISCO Combiflash Separation ... Starting materials: Cc1ccccc1Br, O=C([O-])[O-], [Cs+], [Cs+], FC(F)(F)c1ccc(Nc2ncnc3c2CCNC3)cc1, C1COCCO1. Yields the product Cc1ccccc1N1CCc2c(ncnc2Nc2ccc(C(F)(F)F)cc2)C1. As a reaction SMILES: [Br:1][c:2]1[c:3]([CH3:8])[cH:4][cH:5][cH:6][cH:7]1.[C:9](=[O:10])([O-:11])[O-:12].[Cs+:13].[Cs+:14].[F:15][C:16]([c:17]1[cH:18][cH:19][c:20]([NH:23][c:24]2[c:25]3[c:26]([n:27][cH:28][n:29]2)[CH2:30][NH:31][CH2:32][CH2:33]3)[cH:21][cH:22]1)([F:34])[F:35].[O:36]1[CH2:37][CH2:38][O:39][CH2:40][CH2:41]1>>[c:2]1([N:31]2[CH2:30][c:26]3[c:25]([c:24]([NH:23][c:20]4[cH:19][cH:18][c:17]([C:16]([F:15])([F:34])[F:35])[cH:22][cH:21]4)[n:29][cH:28][n:27]3)[CH2:33][CH2:32]2)[c:3]([CH3:8])[cH:4][cH:5][cH:6][cH:7]1. The reactants are CCC(=O)Cl, CS(C)=O, ClCCl, O=C(O)C(F)(F)F, Cc1cccc(Nc2nccc(-c3ccc(N)s3)n2)c1, c1ccncc1. Product: CCC(=O)Nc1ccc(-c2ccnc(Nc3cccc(C)c3)n2)s1. RXN SMILES: [C:1]([CH2:2][CH3:3])(=[O:4])[Cl:5].[CH3:42][S:43]([CH3:44])=[O:45].[Cl:39][CH2:40][Cl:41].[F:26][C:27]([F:28])([F:29])[C:30]([OH:31])=[O:32].[NH2:6][c:7]1[cH:8][cH:9][c:10](-[c:12]2[n:13][c:14]([NH:18][c:19]3[cH:20][c:21]([CH3:25])[cH:22][cH:23][cH:24]3)[n:15][cH:16][cH:17]2)[s:11]1.[cH:33]1[cH:34][cH:35][n:36][cH:37][cH:38]1>>[C:1]([CH2:2][CH3:3])(=[O:4])[NH:6][c:7]1[cH:8][cH:9][c:10](-[c:12]2[n:13][c:14]([NH:18][c:19]3[cH:20][c:21]([CH3:25])[cH:22][cH:23][cH:24]3)[n:15][cH:16][cH:17]2)[s:11]1. Reactants: C(C)(=O)O (acetic acid), C(C1=CC=CC=C1)NC=1C=CC2=C(N(C(=N2)CCCC)CC2=CC=C(C=C2)C=2C(=CC=CC2)C(=O)OCC)C1 (ethyl 4'-[(6-benzylamino-2-n-butylbenzimidazol-1-yl)-methyl]biphenyl-2-carboxylate), O (water), [OH-].[Na+] (sodium hydroxide). Solvent: C(C)O (ethanol). Product: C(C1=CC=CC=C1)NC=1C=CC2=C(N(C(=N2)CCCC)CC2=CC=C(C=C2)C=2C(=CC=CC2)C(=O)O)C1 (4'-[(6-Benzylamino-2-n-butyl-benzimidazol-1-yl)-methyl]biphenyl-2-carboxylic acid). RXN SMILES: [CH2:1]([NH:8][C:9]1[CH:10]=[CH:11][C:12]2[N:16]=[C:15]([CH2:17][CH2:18][CH2:19][CH3:20])[N:14]([CH2:21][C:22]3[CH:27]=[CH:26][C:25]([C:28]4[C:29]([C:34]([O:36]CC)=[O:35])=[CH:30][CH:31]=[CH:32][CH:33]=4)=[CH:24][CH:23]=3)[C:13]=2[CH:39]=1)[C:2]1[CH:7]=[CH:6][CH:5]=[CH:4][CH:3]=1.[OH-].[Na+].O.C(O)(=O)C>C(O)C>[CH2:1]([NH:8][C:9]1[CH:10]=[CH:11][C:12]2[N:16]=[C:15]([CH2:17][CH2:18][CH2:19][CH3:20])[N:14]([CH2:21][C:22]3[CH:23]=[CH:24][C:25]([C:28]4[C:29]([C:34]([OH:36])=[O:35])=[CH:30][CH:31]=[CH:32][CH:33]=4)=[CH:26][CH:27]=3)[C:13]=2[CH:39]=1)[C:2]1[CH:3]=[CH:4][CH:5]=[CH:6][CH:7]=1 |f:1.2|. Procedure details: 1.30 g (2.5 mmol) of ethyl 4'-[(6-benzylamino-2-n-butylbenzimidazol-1-yl)-methyl]biphenyl-2-carboxylate are dissolved in 20 ml of ethanol, treated with 20 ml of 2N sodium hydroxide and heated at reflux for 2 hours. After cooling to ambient temperature, the solution is diluted to 500 ml using water and acidified to pH 5 using glacial acetic acid. The precipitate thus obtained is filtered off once again under suction, suspended in acetone, filtered off once again under suction and dried at 90° C. ... The reactants are O=C(O)C1Cc2c([nH]c3ccccc23)CN1, CCCCCCCCCCBr, CS(C)=O, [Na+], [OH-], O, S=C=S. Product: CCCCCCCCCCSC(=S)N1Cc2[nH]c3ccccc3c2CC1C(=O)O. As a reaction SMILES: [CH2:1]1[NH:2][CH:3]([C:14](=[O:15])[OH:16])[CH2:4][c:5]2[c:6]3[cH:7][cH:8][cH:9][cH:10][c:11]3[nH:12][c:13]21.[CH2:20]([CH2:21][CH2:22][CH2:23][CH2:24][CH2:25][CH2:26][CH2:27][CH2:28][CH3:29])[Br:30].[CH3:34][S:35]([CH3:36])=[O:37].[Na+:18].[OH-:17].[OH2:19].[S:31]=[C:32]=[S:33]>>[CH2:1]1[N:2]([C:32](=[S:31])[S:33][CH2:20][CH2:21][CH2:22][CH2:23][CH2:24][CH2:25][CH2:26][CH2:27][CH2:28][CH3:29])[CH:3]([C:14](=[O:15])[OH:16])[CH2:4][c:5]2[c:6]3[cH:7][cH:8][cH:9][cH:10][c:11]3[nH:12][c:13]21. Starting materials: CC1=NC2=C(C(O1)=O)C=CC=C2Br (2-methyl-8-bromo-3,1-benzoxazin4-one), C(C)(=O)[O-].[NH4+] (ammonium acetate). Run in O (water). Run at temperature 140 celsius, time 2 hour. Product: CC1=NC2=C(C=CC=C2C(=N1)O)Br (2-methyl-4-hydroxy-8-bromo-quinazoline). Yield: 83.7%. As a reaction SMILES: [CH3:1][C:2]1[O:7][C:6](=O)[C:5]2[CH:9]=[CH:10][CH:11]=[C:12]([Br:13])[C:4]=2[N:3]=1.C([O-])(=O)C.[NH4+:18]>O>[CH3:1][C:2]1[N:18]=[C:6]([OH:7])[C:5]2[C:4](=[C:12]([Br:13])[CH:11]=[CH:10][CH:9]=2)[N:3]=1 |f:1.2|. Procedure: Part B: A mixture of 17.0 g (71 mmol) of 2-methyl-8-bromo-3,1-benzoxazin4-one and 84.8 g (1.1 mol) of ammonium acetate was heated to 140° C. while stirring for 2 hours. After cooling to room temperature 250 ml of water was added under intensive stirring to the mixture. The resulting precipitate was collected by filtration and washed three times with 50 ml of water. The product was dried in vacuo, suspended in 150 ml of diisopropylether, stirred for 30 minutes and collected by filtration. The pro...